This data is from the Open Reaction Database (ORD), a public repository of structured organic reaction records. The task is: describe an organic reaction: reactants, conditions, products, and yield The reactants are N1(CCNCC1)C1=C2CCCC(C2=CC=C1)=O (5-piperazin-1-yl-3,4-dihydro-2H-naphthalen-1-one), O=C1C=CC=2C=CC(=NC2N1)OCCCC=O (4-(7-oxo-7,8-dihydro-[1,8]naphthyridin-2-yloxy)-butyraldehyde). The product is O=C1C=2C=CC=C(C2CCC1)N1CCN(CC1)CCCCOC1=CC=C2C=CC(NC2=N1)=O (7-{4-[4-(5-Oxo-5,6,7,8-tetrahydro-naphthalen-1-yl)-piperazin-1-yl]-butoxy}-1H-[1,8]naphthyridin-2-one). RXN SMILES: [N:1]1([C:7]2[CH:16]=[CH:15][CH:14]=[C:13]3[C:8]=2[CH2:9][CH2:10][CH2:11][C:12]3=[O:17])[CH2:6][CH2:5][NH:4][CH2:3][CH2:2]1.[O:18]=[C:19]1[NH:28][C:27]2[N:26]=[C:25]([O:29][CH2:30][CH2:31][CH2:32][CH:33]=O)[CH:24]=[CH:23][C:22]=2[CH:21]=[CH:20]1>>[O:17]=[C:12]1[CH2:11][CH2:10][CH2:9][C:8]2[C:7]([N:1]3[CH2:2][CH2:3][N:4]([CH2:33][CH2:32][CH2:31][CH2:30][O:29][C:25]4[N:26]=[C:27]5[C:22]([CH:21]=[CH:20][C:19](=[O:18])[NH:28]5)=[CH:23][CH:24]=4)[CH2:5][CH2:6]3)=[CH:16][CH:15]=[CH:14][C:13]1=2. Procedure details: In a manner similar to that of other examples above, 5-piperazin-1-yl-3,4-dihydro-2H-naphthalen-1-one was coupled by reductive amination to 4-(7-oxo-7,8-dihydro-[1,8]naphthyridin-2-yloxy)-butyraldehyde followed by typical workup and purification to give the title compound, mp 158–160° C. MS: APCI: M+1: 447.3 (Exact Mass: 446.23). The reactants are CC(=O)OC(C(=O)N1CC2C(=O)CCC(c3ccccc3)(c3ccccc3)C2C1)c1ccccc1, CCO, CCOC(C)=O, Cl, [Na+], [OH-], O. Product: O=C1CCC(c2ccccc2)(c2ccccc2)C2CN(C(=O)C(O)c3ccccc3)CC12. Reaction SMILES: [C:1](=[O:2])([CH3:3])[O:4][CH:5]([C:6](=[O:7])[N:8]1[CH2:9][CH:10]2[C:11]([c:18]3[cH:19][cH:20][cH:21][cH:22][cH:23]3)([c:24]3[cH:25][cH:26][cH:27][cH:28][cH:29]3)[CH2:12][CH2:13][C:14](=[O:17])[CH:15]2[CH2:16]1)[c:30]1[cH:31][cH:32][cH:33][cH:34][cH:35]1.[CH3:40][CH2:41][OH:42].[CH3:43][CH2:44][O:45][C:46](=[O:47])[CH3:48].[ClH:38].[Na+:37].[OH-:36].[OH2:39]>>[OH:4][CH:5]([C:6](=[O:7])[N:8]1[CH2:9][CH:10]2[C:11]([c:18]3[cH:19][cH:20][cH:21][cH:22][cH:23]3)([c:24]3[cH:25][cH:26][cH:27][cH:28][cH:29]3)[CH2:12][CH2:13][C:14](=[O:17])[CH:15]2[CH2:16]1)[c:30]1[cH:31][cH:32][cH:33][cH:34][cH:35]1. Reactants: C(#N)[BH3-].[Na+] (sodium cyanoborohydride), C(Cl)Cl.CCOC(=O)C (DCM EtOAc), NC1=CC(=C(C(=O)NC2=CC=C(C=C2)C=2SC3=C(N2)C=CC(=C3)OC)C=C1)C(F)(F)F (4-amino-2-trifluoromethyl-N-[4-(6-methoxybenzothiazol-2-yl)-phenyl]-benzamide), C=O (paraformaldehyde). The solvent is CC(=O)O (AcOH). Product: CN(C1=CC(=C(C(=O)NC2=CC=C(C=C2)C=2SC3=C(N2)C=CC(=C3)OC)C=C1)C(F)(F)F)C (4-Dimethylamino-2-trifluoromethyl-N-[4-(6-methoxybenzothiazol-2-yl)-phenyl]-benzamide). Isolated yield 37.0%. Reaction SMILES: [C:1]([BH3-])#[N:2].[Na+].N[C:6]1[CH:31]=[CH:30][C:9]([C:10]([NH:12][C:13]2[CH:18]=[CH:17][C:16]([C:19]3[S:20][C:21]4[CH:27]=[C:26]([O:28][CH3:29])[CH:25]=[CH:24][C:22]=4[N:23]=3)=[CH:15][CH:14]=2)=[O:11])=[C:8]([C:32]([F:35])([F:34])[F:33])[CH:7]=1.C=O.[CH2:38](Cl)Cl.CCOC(C)=O>CC(O)=O>[CH3:38][N:2]([CH3:1])[C:6]1[CH:31]=[CH:30][C:9]([C:10]([NH:12][C:13]2[CH:18]=[CH:17][C:16]([C:19]3[S:20][C:21]4[CH:27]=[C:26]([O:28][CH3:29])[CH:25]=[CH:24][C:22]=4[N:23]=3)=[CH:15][CH:14]=2)=[O:11])=[C:8]([C:32]([F:35])([F:34])[F:33])[CH:7]=1 |f:0.1,4.5|. Procedure: Prepared as described in the Amination section using sodium cyanoborohydride (66 mg, 1.05 mmol), 4-amino-2-trifluoromethyl-N-[4-(6-methoxybenzothiazol-2-yl)-phenyl]-benzamide (100 mg, 0.226 mmol) and paraformaldehyde (63 mg, 2.11 mmol) in AcOH (3 ml) to give the title compound (39 mg, 37%) as a colourless solid after work-up and flash chromatography (20:1 DCM/EtOAc). Starting materials: O=C([O-])O, C=CCOc1cccc(CO)c1, ClCCl, [Na+], CN(C)C=O, O=S(Cl)Cl. Product: C=CCOc1cccc(CCl)c1. RXN SMILES: [C:22](=[O:23])([OH:24])[O-:25].[CH2:1]([CH:2]=[CH2:3])[O:4][c:5]1[cH:6][c:7]([CH2:8][OH:9])[cH:10][cH:11][cH:12]1.[Cl:27][CH2:28][Cl:29].[Na+:26].[O:17]=[CH:18][N:19]([CH3:20])[CH3:21].[S:13]([Cl:14])([Cl:15])=[O:16]>>[CH2:1]([CH:2]=[CH2:3])[O:4][c:5]1[cH:6][c:7]([CH2:8][Cl:15])[cH:10][cH:11][cH:12]1. Starting materials: O.C(=O)C=O.C(C1=CC=CC=C1)OC=1C=CC2=C(NC(CO2)=O)C1 ((6-benzyloxy-4H-benzo[1,4]oxazin-3-one)-glyoxal hydrate), CC(CC1=CC=C(C=C1)O)(C)N (1,1-dimethyl-2-(4-hydroxyphenyl)ethylamine), Cl (hydrochloride). Yields the product CC(CC1=CC=C(C=C1)O)(C)NCC(O)C1=CC(=CC=2NC(COC21)=O)OCC2=CC=CC=C2 (8-{2-[1,1-dimethyl-2-(4-hydroxyphenyl)ethylamino]-1-hydroxyethyl}-6-benzyloxy-4H-benzo[1,4]oxazin-3-one). RXN SMILES: O.[CH:2]([CH:4]=O)=[O:3].[CH2:6]([O:13][C:14]1[CH:15]=[CH:16][C:17]2[O:22][CH2:21][C:20](=[O:23])[NH:19][C:18]=2[CH:24]=1)[C:7]1[CH:12]=[CH:11][CH:10]=[CH:9][CH:8]=1.[CH3:25][C:26]([NH2:36])([CH3:35])[CH2:27][C:28]1[CH:33]=[CH:32][C:31]([OH:34])=[CH:30][CH:29]=1.Cl>>[CH3:35][C:26]([NH:36][CH2:4][CH:2]([C:16]1[C:17]2[O:22][CH2:21][C:20](=[O:23])[NH:19][C:18]=2[CH:24]=[C:14]([O:13][CH2:6][C:7]2[CH:8]=[CH:9][CH:10]=[CH:11][CH:12]=2)[CH:15]=1)[OH:3])([CH3:25])[CH2:27][C:28]1[CH:33]=[CH:32][C:31]([OH:34])=[CH:30][CH:29]=1 |f:0.1.2|. Reported procedure: The title compound is prepared from 10 g of (6-benzyloxy-4H-benzo[1,4]oxazin-3-one)-glyoxal hydrate and 4.6 g of 1,1-dimethyl-2-(4-hydroxyphenyl)ethylamine analogously to the method for Example 3(a). Yield: 9.0 g (64%, hydrochloride); melting point: 255° C.-258° C.